Dataset: the Open Reaction Database (ORD), a public repository of structured organic reaction records. Task: describe an organic reaction: reactants, conditions, products, and yield The reactants are C1CC(=O)N(C1=O)Br (NBS), CN1CCN(CC1)C1=CC=C(C=C1)C1=NN(C2=C1CC=1SC=CC21)COCC[Si](C)(C)C (6-[4-(4-Methyl-piperazin-1-yl)-phenyl]-4-(2-trimethylsilanyl-ethoxymethyl)-4,7-dihydro-1-thia-4,5-diaza-cyclopenta[a]pentalene). Solvent: C(Cl)Cl (CH2Cl2). Reaction conditions: time 2 hour. Yields the product BrC=1SC=2CC3=C(C2C1)N(N=C3C3=CC=C(C=C3)N3CCN(CC3)C)COCC[Si](C)(C)C (2-Bromo-6-[4-(4-methyl-piperazin-1-yl)-phenyl]-4-(2-trimethylsilanyl-ethoxymethyl)-4,7-dihydro-1-thia-4,5-diaza-cyclopenta[a]pentalene). The yield is 84.0%. As a reaction SMILES: C1C(=O)N([Br:8])C(=O)C1.[CH3:9][N:10]1[CH2:15][CH2:14][N:13]([C:16]2[CH:21]=[CH:20][C:19]([C:22]3[C:26]4[CH2:27][C:28]5[S:29][CH:30]=[CH:31][C:32]=5[C:25]=4[N:24]([CH2:33][O:34][CH2:35][CH2:36][Si:37]([CH3:40])([CH3:39])[CH3:38])[N:23]=3)=[CH:18][CH:17]=2)[CH2:12][CH2:11]1>C(Cl)Cl>[Br:8][C:30]1[S:29][C:28]2[CH2:27][C:26]3[C:22]([C:19]4[CH:20]=[CH:21][C:16]([N:13]5[CH2:14][CH2:15][N:10]([CH3:9])[CH2:11][CH2:12]5)=[CH:17][CH:18]=4)=[N:23][N:24]([CH2:33][O:34][CH2:35][CH2:36][Si:37]([CH3:39])([CH3:38])[CH3:40])[C:25]=3[C:32]=2[CH:31]=1. Procedure: NBS (0.18 g, 1.0 mmol) was added to a solution of 6-[4-(4-Methyl-piperazin-1-yl)-phenyl]-4-(2-trimethylsilanyl-ethoxymethyl)-4,7-dihydro-1-thia-4,5-diaza-cyclopenta[a]pentalene (0.23 g, 0.5 mmol) in CH2Cl2 (5.0 mL). After 2 hr, the solution was evaporated and washed with EtOAc, filtered, and concentrated to give the corresponding 2-Bromo-6-[4-(4-methyl-piperazin-1-yl)-phenyl]-4-(2-trimethylsilanyl-ethoxymethyl)-4,7-dihydro-1-thia-4,5-diaza-cyclopenta[a]pentalene (0.23 g, 0.42 mmol) as brown soli... Starting materials: S(O)(O)(=O)=O (sulfuric acid), C[Si](CCOCOC1=C2COC(=O)C2=C(C=C1)OCOCC[Si](C)(C)C)(C)C (4,7-bis[[2-(trimethylsilyl)ethoxyl]methoxy]phthalide). The solvent is CO (methanol), CO (methanol). Conditions: temperature 23 celsius, time 2 hour. Yields the product OC1=C2COC(=O)C2=C(C=C1)O (4,7-Dihydroxyphthalide). Isolated yield 98.2%. As a reaction SMILES: S(=O)(=O)(O)O.C[Si](C)(C)CCOC[O:12][C:13]1[CH:22]=[CH:21][C:20]([O:23]COCC[Si](C)(C)C)=[C:19]2[C:14]=1[CH2:15][O:16][C:17]2=[O:18]>CO>[OH:12][C:13]1[CH:22]=[CH:21][C:20]([OH:23])=[C:19]2[C:14]=1[CH2:15][O:16][C:17]2=[O:18]. Procedure details: A solution of concentrated sulfuric acid (4.0 mL, 75 mmol, 15 equiv) in dry methanol (50 mL) at 23° C. was added to a solution of 4,7-bis[[2-(trimethylsilyl)ethoxyl]methoxy]phthalide (60, 2.148 g, 5.034 mmol, 1 equiv) in dry methanol (50 mL) at 23° C. The reaction mixture was stirred for 2.0 h at 23° C. The product solution was partitioned carefully between saturated aqueous sodium bicarbonate solution (200 mL), saturated aqueous sodium chloride solution (150 mL), and ethyl acetate (100 mL). The... Reactants: C(C1=CC=CC=C1)N(C1=C(C(=CC=C1)NS(=O)(=O)C)C)CC1=CC=C(OC=2C=C(OCC3CN(CC3)C(=O)OC(C)(C)C)C=CC2)C=C1 (tert-butyl 3-[(3-{4-[(benzyl{2-methyl-3-[(methylsulfonyl)amino]phenyl}amino)methyl]phenoxy}phenoxy)methyl]pyrrolidine-1-carboxylate), Cl (HCl). Solvent: O1CCOCC1 (dioxane). Reaction conditions: time 1 hour. Product: C(C1=CC=CC=C1)N(C=1C(=C(C=CC1)NS(=O)(=O)C)C)CC1=CC=C(C=C1)OC1=CC(=CC=C1)OCC1CNCC1 (N-[3-(benzyl{4-[3-(pyrrolidin-3-ylmethoxy)phenoxy]benzyl}amino)-2-methylphenyl]methanesulfonamide). Reaction SMILES: [CH2:1]([N:8]([CH2:21][C:22]1[CH:48]=[CH:47][C:25]([O:26][C:27]2[CH:28]=[C:29]([CH:44]=[CH:45][CH:46]=2)[O:30][CH2:31][CH:32]2[CH2:36][CH2:35][N:34](C(OC(C)(C)C)=O)[CH2:33]2)=[CH:24][CH:23]=1)[C:9]1[CH:14]=[CH:13][CH:12]=[C:11]([NH:15][S:16]([CH3:19])(=[O:18])=[O:17])[C:10]=1[CH3:20])[C:2]1[CH:7]=[CH:6][CH:5]=[CH:4][CH:3]=1.Cl>O1CCOCC1>[CH2:1]([N:8]([CH2:21][C:22]1[CH:48]=[CH:47][C:25]([O:26][C:27]2[CH:46]=[CH:45][CH:44]=[C:29]([O:30][CH2:31][CH:32]3[CH2:36][CH2:35][NH:34][CH2:33]3)[CH:28]=2)=[CH:24][CH:23]=1)[C:9]1[C:10]([CH3:20])=[C:11]([NH:15][S:16]([CH3:19])(=[O:18])=[O:17])[CH:12]=[CH:13][CH:14]=1)[C:2]1[CH:7]=[CH:6][CH:5]=[CH:4][CH:3]=1. Reported procedure: The product from Example 93C (0.108 g, 0.161 mmoles) was treated with 4 N HCl (2.0 mL/8.00 mmoles) in dioxane and stirred at room temperature for one hour. Reaction quenched with saturated NaHCO3 and extracted with CH2Cl2. Extracts dried (Na2SO4), filtered, and the filtrate concentrated under reduced pressure to provide the title compound with no further purification. Starting materials: FC(S(=O)(=O)OC1=C(SCCCCCC(=O)OC)[C@H]([C@@H](C1)O[Si](C)(C)C(C)(C)C)\C=C\[C@H](C[C@@H](CCCC)C)O[Si](C)(C)C(C)(C)C)(F)F (Methyl (11R,12S,13E,15S,17R)-9-trifluoromethanesulfonyloxy-11,15-bis(tert-butyldimethylsiloxy)-17,20-dimethyl-7-thiaprosta-8,13-dienoate), [O-][Si](=O)[O-].[Mg+2] (Florisil), CO (Methanol), C1(=CC=CC=C1)P(C1=CC=CC=C1)C1=CC=CC=C1 (triphenylphosphine), C(=O)O (formic acid). Reagents/catalysts: C(C)(=O)[O-].[Pd+2].C(C)(=O)[O-] (palladium acetate). Run in CN(C=O)C (dimethylformamide), [C]=O (carbon monoxide), [C]=O (carbon monoxide), C(C)N(CC)CC (triethylamine), C(C)N(CC)CC (triethylamine), O1CCCC1 (tetrahydrofuran). Reaction conditions: temperature 80 celsius, time 15 hour. Yields the product C(=O)C1=C(SCCCCCC(=O)OC)[C@H]([C@@H](C1)O[Si](C)(C)C(C)(C)C)\C=C\[C@H](C[C@@H](CCCC)C)O[Si](C)(C)C(C)(C)C (methyl (11R,12S,13E,15S,17R)-9-formyl-11,15-bis(tert-butyldimethylsiloxy)-17,20-dimethyl-7-thiaprosta-8,13-dienoate). RXN SMILES: FC(F)(F)S(O[C:7]1[CH2:21][C@@H:20]([O:22][Si:23]([C:26]([CH3:29])([CH3:28])[CH3:27])([CH3:25])[CH3:24])[C@H:19](/[CH:30]=[CH:31]/[C@@H:32]([O:40][Si:41]([C:44]([CH3:47])([CH3:46])[CH3:45])([CH3:43])[CH3:42])[CH2:33][C@H:34]([CH3:39])[CH2:35][CH2:36][CH2:37][CH3:38])[C:8]=1[S:9][CH2:10][CH2:11][CH2:12][CH2:13][CH2:14][C:15]([O:17][CH3:18])=[O:16])(=O)=O.C1(P(C2C=CC=CC=2)C2C=CC=CC=2)C=CC=CC=1.C(O)=O.[CH3:72][OH:73].[O-][Si]([O-])=O.[Mg+2]>O1CCCC1.CN(C)C=O.[C]=O.C([O-])(=O)C.[Pd+2].C([O-])(=O)C.C(N(CC)CC)C>[CH:72]([C:7]1[CH2:21][C@@H:20]([O:22][Si:23]([C:26]([CH3:29])([CH3:28])[CH3:27])([CH3:25])[CH3:24])[C@H:19](/[CH:30]=[CH:31]/[C@@H:32]([O:40][Si:41]([C:44]([CH3:45])([CH3:46])[CH3:47])([CH3:43])[CH3:42])[CH2:33][C@H:34]([CH3:39])[CH2:35][CH2:36][CH2:37][CH3:38])[C:8]=1[S:9][CH2:10][CH2:11][CH2:12][CH2:13][CH2:14][C:15]([O:17][CH3:18])=[O:16])=[O:73] |f:4.5,9.10.11,^3:88|. Reported procedure: Methyl (11R,12S,13E,15S,17R)-9-trifluoromethanesulfonyloxy-11,15-bis(tert-butyldimethylsiloxy)-17,20-dimethyl-7-thiaprosta-8,13-dienoate (120 mg, 0.154 mmol), palladium acetate (11.2 mg, 0.05 mmol), triphenylphosphine (26 mg, 0.1 mmol), formic acid (12 μl, 0.309 mmol), and triethylamine (65 μl, 063 mmol) in tetrahydrofuran (6 mL) were placed in an autoclave into which carbon monoxide gas was pumped under pressure to give the internal pressure of 17 atmospheres. The solution was heated and agitat... Reactants: C1(CC1)NC(=O)C1=CC(=C(C=C1)N1CCN(CC1)C(=O)OC(C)(C)C)C (tert-Butyl 4-(4-(cyclopropylcarbamoyl)-2-methylphenyl)piperazine-1-carboxylate), Cl (hydrochloric acid). Run in O1CCOCC1 (dioxane), CCOCC (Et2O). Reaction conditions: temperature 23 celsius, time 30 minute. The product is C1(CC1)NC(C1=CC(=C(C=C1)N1CCNCC1)C)=O (N-Cyclopropyl-3-methyl-4-(piperazin-1-yl)benzamide). Yield: 100.0%. RXN SMILES: [CH:1]1([NH:4][C:5]([C:7]2[CH:12]=[CH:11][C:10]([N:13]3[CH2:18][CH2:17][N:16](C(OC(C)(C)C)=O)[CH2:15][CH2:14]3)=[C:9]([CH3:26])[CH:8]=2)=[O:6])[CH2:3][CH2:2]1.Cl>O1CCOCC1.CCOCC>[CH:1]1([NH:4][C:5](=[O:6])[C:7]2[CH:12]=[CH:11][C:10]([N:13]3[CH2:14][CH2:15][NH:16][CH2:17][CH2:18]3)=[C:9]([CH3:26])[CH:8]=2)[CH2:3][CH2:2]1. Procedure details: To tert-butyl 4-(4-(cyclopropylcarbamoyl)-2-methylphenyl)piperazine-1-carboxylate 297 (1.490 g, 4.15 mmol) was added hydrochloric acid solution (8.72 mL, 34.9 mmol) in dioxane at 23° C. The reaction was stirred at 23° C. for 30 min. The resulting suspension was diluted with Et2O (10 mL), filtered, rinsed with Et2O (3×5 mL), and the resulting solid was dried in vacuo to provide the title compound as an off-white solid (1.37 g, 4.15 mmol, 100% yield). 1H NMR (400 MHz, DMSO-d6) δ ppm 0.51-0.61 (m, ... Reactants: [O-][n+]1cc(F)ccc1Cl, [K+], [NH4+], O=[N+]([O-])[O-], [OH-], O=S(=O)(O)O. Yields the product O=[N+]([O-])c1cc(Cl)[n+]([O-])cc1F. RXN SMILES: [Cl:1][c:2]1[n+:3]([O-:9])[cH:4][c:5]([F:8])[cH:6][cH:7]1.[K+:15].[NH4+:20].[O-:16][N+:17]([O-:18])=[O:19].[OH-:21].[S:10](=[O:11])(=[O:12])([OH:13])[OH:14]>>[Cl:1][c:2]1[n+:3]([O-:9])[cH:4][c:5]([F:8])[c:6]([N+:17](=[O:16])[O-:18])[cH:7]1. The product is NCc1ccc(N2C3CCCC2CC3)cc1Cl. Reactants: [Al+3], C1CCOC1, N#Cc1ccc(N2C3CCCC2CC3)cc1Cl, [H-], [H-], [H-], [H-], [Li+]. As a reaction SMILES: [Al+3:19].[CH2:24]1[O:25][CH2:26][CH2:27][CH2:28]1.[CH:1]12[CH2:2][CH2:3][CH2:4][CH:5]([CH2:6][CH2:7]1)[N:8]2[c:9]1[cH:10][c:11]([Cl:17])[c:12]([C:13]#[N:14])[cH:15][cH:16]1.[H-:18].[H-:21].[H-:22].[H-:23].[Li+:20]>>[CH:1]12[CH2:2][CH2:3][CH2:4][CH:5]([CH2:6][CH2:7]1)[N:8]2[c:9]1[cH:10][c:11]([Cl:17])[c:12]([CH2:13][NH2:14])[cH:15][cH:16]1.